Dataset: the Open Reaction Database (ORD), a public repository of structured organic reaction records. Task: describe an organic reaction: reactants, conditions, products, and yield The reactants are C(C)OC(=O)C=CC=CCCCCCC1=CC=CC=2N1C=NC2 (5-(9-ethoxycarbonylnona-6,8-dienyl)imidazo[1,5-a]pyridine), [OH-].[Na+] (sodium hydroxide). Solvent: CO (methanol). Conditions: time 3 hour. Yields the product C(=O)(O)C=CC=CCCCCCC1=CC=CC=2N1C=NC2 (5-(9-carboxynona-6,8-dienyl)imidazo[1,5-a]pyridine). RXN SMILES: C([O:3][C:4]([CH:6]=[CH:7][CH:8]=[CH:9][CH2:10][CH2:11][CH2:12][CH2:13][CH2:14][C:15]1[N:20]2[CH:21]=[N:22][CH:23]=[C:19]2[CH:18]=[CH:17][CH:16]=1)=[O:5])C.[OH-].[Na+]>CO>[C:4]([CH:6]=[CH:7][CH:8]=[CH:9][CH2:10][CH2:11][CH2:12][CH2:13][CH2:14][C:15]1[N:20]2[CH:21]=[N:22][CH:23]=[C:19]2[CH:18]=[CH:17][CH:16]=1)([OH:5])=[O:3] |f:1.2|. Procedure: To a solution of 6 g 5-(9-ethoxycarbonylnona-6,8-dienyl)imidazo[1,5-a]pyridine in 30 ml of methanol is added 6 ml of 1N sodium hydroxide. The reaction is allowed to stir at room temperature for 3 hours. The methanol is evaporated under reduced pressure and the residue diluted with 15 ml water and the solution adjusted to pH 7 with 1N hydrochloric acid. The solution is extracted with 2×150 ml of ethyl acetate. The combined ethyl acetate extracts are dried over magnesium sulfate, filtered and the ... The reactants are CCOC(=O)c1ccc(C(F)(F)F)cc1-c1ccc2c(c1)OCC(Cc1ccccc1)C2O, CC(C)O, CC(C)OC(C)C, [Na+], [OH-], O. The product is O=C(O)c1ccc(C(F)(F)F)cc1-c1ccc2c(c1)OCC(Cc1ccccc1)C2O. Reaction SMILES: [CH2:1]([CH3:2])[O:3][C:4]([c:5]1[c:6](-[c:15]2[cH:16][cH:17][c:18]3[c:23]([cH:24]2)[O:22][CH2:21][CH:20]([CH2:25][c:26]2[cH:27][cH:28][cH:29][cH:30][cH:31]2)[CH:19]3[OH:32])[cH:7][c:8]([C:11]([F:12])([F:13])[F:14])[cH:9][cH:10]1)=[O:33].[CH:36]([OH:37])([CH3:38])[CH3:39].[CH:41]([O:42][CH:43]([CH3:44])[CH3:45])([CH3:46])[CH3:47].[Na+:35].[OH-:34].[OH2:40]>>[O:3]=[C:4]([c:5]1[c:6](-[c:15]2[cH:16][cH:17][c:18]3[c:23]([cH:24]2)[O:22][CH2:21][CH:20]([CH2:25][c:26]2[cH:27][cH:28][cH:29][cH:30][cH:31]2)[CH:19]3[OH:32])[cH:7][c:8]([C:11]([F:12])([F:13])[F:14])[cH:9][cH:10]1)[OH:33]. Starting materials: [C@@H]1(C[C@H](O)[C@@H](CO)O1)N1C(=O)NC(=O)C(C)=C1 (thymidine), N#N.C(C(C)C)(=O)[C@@]1(C[C@H](O)[C@@H](COC(C2=CC=C(C=C2)OC)(C2=CC=C(C=C2)OC)C2=CC=CC=C2)O1)N1C=NC=2C(=O)NC(N)=NC12 (N2 isobutyryl-5'-O-(4,4'-dimethoxytrityl)-2'-deoxyguanosine). Yields the product COC1=CC=C(C(C2=CC=C(C=C2)OC)(C2=CC=CC=C2)OC[C@@H]2[C@H](C[C@@H](O2)N2C(=O)NC(=O)C(C)=C2)O)C=C1 (5'-O-(4,4'-Dimethoxytrityl)-thymidine). As a reaction SMILES: [C@@H:1]1([N:9]2[CH:17]=[C:15]([CH3:16])[C:13](=[O:14])[NH:12][C:10]2=[O:11])[O:8][C@H:5]([CH2:6][OH:7])[C@@H:3]([OH:4])[CH2:2]1.N#N.C([C@@]1(N2C3N=C(N)NC(=O)C=3N=C2)O[C@H](CO[C:32]([C:49]2[CH:54]=[CH:53][CH:52]=[CH:51][CH:50]=2)([C:41]2[CH:46]=[CH:45][C:44]([O:47][CH3:48])=[CH:43][CH:42]=2)[C:33]2[CH:38]=[CH:37][C:36]([O:39][CH3:40])=[CH:35][CH:34]=2)[C@@H](O)C1)(=O)C(C)C>>[CH3:48][O:47][C:44]1[CH:43]=[CH:42][C:41]([C:32]([O:7][CH2:6][C@H:5]2[O:8][C@@H:1]([N:9]3[CH:17]=[C:15]([CH3:16])[C:13](=[O:14])[NH:12][C:10]3=[O:11])[CH2:2][C@@H:3]2[OH:4])([C:49]2[CH:50]=[CH:51][CH:52]=[CH:53][CH:54]=2)[C:33]2[CH:38]=[CH:37][C:36]([O:39][CH3:40])=[CH:35][CH:34]=2)=[CH:46][CH:45]=1 |f:1.2|. Reported procedure: This compound was prepared from thymidine by the same procedure used for the preparation of N2 -isobutyryl-5'-O-(4,4'-dimethoxytrityl)-2'-deoxyguanosine.